The task is: describe an organic reaction: reactants, conditions, products, and yield. This data is from the Open Reaction Database (ORD), a public repository of structured organic reaction records. Starting materials: CN(C)C(=[N+](C)C)ON1C2=C(C=CC=C2)N=N1.[B-](F)(F)(F)F (TBTU), BrC1=C2C=C(NC2=CC=C1)C(=O)O (4-Bromo-1H-indole-2-carboxylic acid), Cl.Cl.Cl.N1(CCCCCC1)CCN1CCC(CC1)N (1-(2-azepan-1-yl-ethyl)-piperidin-4-ylamine tri-hydrochloride), CCN(C(C)C)C(C)C (DIEA). Solvent: CN(C)C=O (DMF). Conditions: time 2 hour. Product: N1(CCCCCC1)CCN1CCC(CC1)NC(=O)C=1NC2=CC=CC(=C2C1)Br (4-Bromo-1H-indole-2-carboxylic acid [1-(2-azepan-1-yl-ethyl)-piperidin-4-yl]-amide). Isolated yield 93.7%. As a reaction SMILES: [Br:1][C:2]1[CH:10]=[CH:9][CH:8]=[C:7]2[C:3]=1[CH:4]=[C:5]([C:11]([OH:13])=O)[NH:6]2.Cl.Cl.Cl.[N:17]1([CH2:24][CH2:25][N:26]2[CH2:31][CH2:30][CH:29]([NH2:32])[CH2:28][CH2:27]2)[CH2:23][CH2:22][CH2:21][CH2:20][CH2:19][CH2:18]1.CCN(C(C)C)C(C)C.CN(C(ON1N=NC2C=CC=CC1=2)=[N+](C)C)C.[B-](F)(F)(F)F>CN(C=O)C>[N:17]1([CH2:24][CH2:25][N:26]2[CH2:27][CH2:28][CH:29]([NH:32][C:11]([C:5]3[NH:6][C:7]4[C:3]([CH:4]=3)=[C:2]([Br:1])[CH:10]=[CH:9][CH:8]=4)=[O:13])[CH2:30][CH2:31]2)[CH2:23][CH2:22][CH2:21][CH2:20][CH2:19][CH2:18]1 |f:1.2.3.4,6.7|. Procedure details: 4-Bromo-1H-indole-2-carboxylic acid (1.5 g, 3.1 mmol), 1-(2-azepan-1-yl-ethyl)-piperidin-4-ylamine tri-hydrochloride (S) (2.1 g, 3.1 mmol) and DIEA (4.3 ml, 12.4 mmol) are dissolved under argon atmosphere in DMF (25 ml). TBTU (2.3 g, 3.4 mmol) is added at room temperature. The reaction mixture is stirred for 2 h at r.t., evaporated under high vacuum, dissolved in ethyl acetate and washed twice with 5% aqueous NaHCO3 solution. The organic layers are dried over sodium sulfate. Evaporation under re... The reactants are O=C([O-])[O-], Cc1ccccc1, [Cs+], [Cs+], CCOC(=O)c1ccc(I)cc1, O=C(C=Cc1ccccc1)C=Cc1ccccc1, O=C(C=Cc1ccccc1)C=Cc1ccccc1, O=C(C=Cc1ccccc1)C=Cc1ccccc1, O, [Pd], [Pd], c1ccc(P(c2ccccc2)c2ccc3ccccc3c2-c2c(P(c3ccccc3)c3ccccc3)ccc3ccccc23)cc1, Nc1cc2c3c(c1)CCCC3CCC2. Yields the product CCOC(=O)c1ccc(Nc2cc3c4c(c2)CCCC4CCC3)cc1. RXN SMILES: [C:73](=[O:74])([O-:75])[O-:76].[CH3:79][c:80]1[cH:81][cH:82][cH:83][cH:84][cH:85]1.[Cs+:77].[Cs+:78].[I:15][c:16]1[cH:17][cH:18][c:19]([C:20](=[O:21])[O:22][CH2:23][CH3:24])[cH:25][cH:26]1.[O:106]=[C:107]([CH:108]=[CH:109][c:110]1[cH:111][cH:112][cH:113][cH:114][cH:115]1)[CH:116]=[CH:117][c:118]1[cH:119][cH:120][cH:121][cH:122][cH:123]1.[O:124]=[C:125]([CH:126]=[CH:127][c:128]1[cH:129][cH:130][cH:131][cH:132][cH:133]1)[CH:134]=[CH:135][c:136]1[cH:137][cH:138][cH:139][cH:140][cH:141]1.[O:88]=[C:89]([CH:90]=[CH:91][c:92]1[cH:93][cH:94][cH:95][cH:96][cH:97]1)[CH:98]=[CH:99][c:100]1[cH:101][cH:102][cH:103][cH:104][cH:105]1.[OH2:142].[Pd:86].[Pd:87].[c:27]1([P:28]([c:29]2[cH:30][cH:31][cH:32][cH:33][cH:34]2)[c:35]2[cH:36][cH:37][c:38]3[c:39]([cH:40][cH:41][cH:42][cH:43]3)[c:44]2-[c:45]2[c:46]3[c:47]([cH:48][cH:49][cH:50][cH:51]3)[cH:52][cH:53][c:54]2[P:55]([c:56]2[cH:57][cH:58][cH:59][cH:60][cH:61]2)[c:62]2[cH:63][cH:64][cH:65][cH:66][cH:67]2)[cH:68][cH:69][cH:70][cH:71][cH:72]1.[cH:1]1[c:2]([NH2:14])[cH:3][c:4]2[c:13]3[c:12]1[CH2:11][CH2:10][CH2:9][CH:8]3[CH2:7][CH2:6][CH2:5]2>>[cH:1]1[c:2]([NH:14][c:16]2[cH:17][cH:18][c:19]([C:20](=[O:21])[O:22][CH2:23][CH3:24])[cH:25][cH:26]2)[cH:3][c:4]2[c:13]3[c:12]1[CH2:11][CH2:10][CH2:9][CH:8]3[CH2:7][CH2:6][CH2:5]2. Starting materials: CNC(=O)C=1NC(=CC1)C(=O)C=1C(=NC=CC1)Cl (5-(2-chloro-pyridine-3-carbonyl)-1H-pyrrole-2-carboxylic acid methylamide), O.NN (hydrazine hydrate). Run in C(C)O (ethanol). Run at temperature 80 celsius. Product: CNC(=O)C=1NC(=CC1)C1=NNC2=NC=CC=C21 (5-(1H-Pyrazolo[3,4-b]pyridin-3-yl)-1H-pyrrole-2-carboxylic acid methylamide). The yield is 27.0%. RXN SMILES: [CH3:1][NH:2][C:3]([C:5]1[NH:6][C:7]([C:10]([C:12]2[C:13](Cl)=[N:14][CH:15]=[CH:16][CH:17]=2)=O)=[CH:8][CH:9]=1)=[O:4].O.[NH2:20][NH2:21]>C(O)C>[CH3:1][NH:2][C:3]([C:5]1[NH:6][C:7]([C:10]2[C:12]3[C:13](=[N:14][CH:15]=[CH:16][CH:17]=3)[NH:21][N:20]=2)=[CH:8][CH:9]=1)=[O:4] |f:1.2|. Procedure details: A mixture of 5-(2-chloro-pyridine-3-carbonyl)-1H-pyrrole-2-carboxylic acid methylamide (320 mg, 1.2 mmol) and hydrazine hydrate (2 mL) in ethanol (20 mL). The mixture was heated to at 80° C. for 48 hours. The precipitate was collected by vacuum filtration, washed with ethanol and water, dried to give 80 mg (27%) of the titled compound. The reactants are CC(C)(C)OC(=O)CC(=O)OC(C)(C)C, CN(C)C=O, Cc1ccc(F)c([N+](=O)[O-])c1, [H-], [Na+], O. Yields the product Cc1ccc(C(C(=O)OC(C)(C)C)C(=O)OC(C)(C)C)c([N+](=O)[O-])c1. RXN SMILES: [C:1]([CH2:2][C:3](=[O:4])[O:5][C:6]([CH3:7])([CH3:8])[CH3:9])(=[O:10])[O:11][C:12]([CH3:13])([CH3:14])[CH3:15].[CH3:29][N:30]([CH3:31])[CH:32]=[O:33].[F:18][c:19]1[c:20]([N+:26](=[O:27])[O-:28])[cH:21][c:22]([CH3:25])[cH:23][cH:24]1.[H-:16].[Na+:17].[OH2:34]>>[C:1]([CH:2]([C:3](=[O:4])[O:5][C:6]([CH3:7])([CH3:8])[CH3:9])[c:19]1[c:20]([N+:26](=[O:27])[O-:28])[cH:21][c:22]([CH3:25])[cH:23][cH:24]1)(=[O:10])[O:11][C:12]([CH3:13])([CH3:14])[CH3:15]. The reactants are BrC=1C=C2C(=NC1)NC(C2)=O (5-Bromo-1,3-dihydro-pyrrolo[2,3-b]pyridin-2-one), FC=1C=C(C=CC1)B(O)O (3-fluorophenylboronic acid), [Li+].[Cl-] (LiCl), C(=O)([O-])[O-].[Na+].[Na+] (Na2CO3). Reagents/catalysts: Cl[Pd]([P](C1=CC=CC=C1)(C2=CC=CC=C2)C3=CC=CC=C3)([P](C4=CC=CC=C4)(C5=CC=CC=C5)C6=CC=CC=C6)Cl (Pd(PPh3)2Cl2), Cl[Pd]([P](C1=CC=CC=C1)(C2=CC=CC=C2)C3=CC=CC=C3)([P](C4=CC=CC=C4)(C5=CC=CC=C5)C6=CC=CC=C6)Cl (Pd(PPh3)2Cl2). The solvent is CCO (EtOH), C1(=CC=CC=C1)C (toluene). Run at time 24 hour. Product: FC=1C=C(C=CC1)C=1C=C2C(=NC1)NC(C2)=O (5-(3-Fluoro-phenyl)-1,3-dihydro-pyrrolo[2,3-b]pyridin-2-one). The yield is 150.6%. Reaction SMILES: Br[C:2]1[CH:3]=[C:4]2[CH2:10][C:9](=[O:11])[NH:8][C:5]2=[N:6][CH:7]=1.[F:12][C:13]1[CH:14]=[C:15](B(O)O)[CH:16]=[CH:17][CH:18]=1.[Li+].[Cl-].C([O-])([O-])=O.[Na+].[Na+]>CCO.Cl[Pd](Cl)([P](C1C=CC=CC=1)(C1C=CC=CC=1)C1C=CC=CC=1)[P](C1C=CC=CC=1)(C1C=CC=CC=1)C1C=CC=CC=1.C1(C)C=CC=CC=1>[F:12][C:13]1[CH:18]=[C:17]([C:2]2[CH:3]=[C:4]3[CH2:10][C:9](=[O:11])[NH:8][C:5]3=[N:6][CH:7]=2)[CH:16]=[CH:15][CH:14]=1 |f:2.3,4.5.6,^1:35,54|. Reported procedure: A mixture of 4 (16.63 g, 78.5 mmol), 3-fluorophenylboronic acid (16.47 g, 117.7 mmol), Pd(PPh3)2Cl2 (2.73 g, 6.60 mmol), LiCl (9.95 g, 0.23 mol), 1.0 M aqueous Na2CO3 solution (196 mL, 0.196 mol) in EtOH (470 mL)—toluene (470 mL) was refluxed overnight. More Pd(PPh3)2Cl2 (1.30 g, 3.14 mmol) was added and reflux was continued for 24 h. The mixture was cooled, and the organic layer was separated and washed with brine (100 mL). The washings were combined with the aqueous layer and extracted with Ac... Product: N1=CC=C(C=C1)C1=CC=2NC3(NC(C2S1)=O)CCC3 (6′-(pyridin-4-yl)-1′H-spiro[cyclobutane-1,2′-thieno[3,2-d]pyrimidin]-4′(3′H)-one). Reaction SMILES: [NH2:1][C:2]1[CH:6]=[C:5]([C:7]2[CH:12]=[CH:11][N:10]=[CH:9][CH:8]=2)[S:4][C:3]=1[C:13]([NH2:15])=[O:14].CC1C=[CH:19][C:20](S(O)(=O)=O)=[CH:21][CH:22]=1.C1(=O)CCC1.C([O-])(O)=O.[Na+]>C(O)(=O)C>[N:10]1[CH:9]=[CH:8][C:7]([C:5]2[S:4][C:3]3[C:13](=[O:14])[NH:15][C:19]4([CH2:20][CH2:21][CH2:22]4)[NH:1][C:2]=3[CH:6]=2)=[CH:12][CH:11]=1 |f:3.4|. Reactants: C(=O)(O)[O-].[Na+] (NaHCO3), NC1=C(SC(=C1)C1=CC=NC=C1)C(=O)N (3-amino-5-(pyridin-4-yl)thiophene-2-carboxamide), CC=1C=CC(=CC1)S(=O)(=O)O (PTSA), C1(CCC1)=O (cyclobutanone). Conditions: temperature 80 celsius, time 16 hour. Solvent: C(C)(=O)O (acetic acid). Procedure details: A mixture of 3-amino-5-(pyridin-4-yl)thiophene-2-carboxamide (110 mg, 0.502 mmol), PTSA (9.5 mg, 0.050 mmol), cyclobutanone (1.0 mL, 13.3 mmol) and acetic acid (1 mL) was stirred at 80° C. for 16 h. Then, the mixture was poured into saturated aqueous NaHCO3 (100 mL). Extraction with EtOAc (100 mL), washing with brine, drying over MgSO4, filtration and concentration under reduced pressure gave a yellow solid. This residue was purified by column chromatography (Purif, silica gel, EtOAc to 95:5 EtO... Yield: 221.1%. The reactants are NC1=CC(=C(OC=2C=CC3=C(C=NS3)C2)C=C1)C(F)(F)F (5-(4'-amino-2'-trifluoromethylphenoxy)-benzisothiazole), C1(=CC=CC=C1)C (toluene), CN=C=O (methyl isocyanate). Solvent: C(C)N(CC)CC (triethylamine). Product: CNC(=O)NC1=CC(=C(OC=2C=CC3=C(C=NS3)C2)C=C1)C(F)(F)F (5-(4'-methylaminocarbonylamino-2'-trifluoromethylphenoxy)-benzisothiazole). The yield is 80.0%. Reaction SMILES: [NH2:1][C:2]1[CH:17]=[CH:16][C:5]([O:6][C:7]2[CH:8]=[CH:9][C:10]3[S:14][N:13]=[CH:12][C:11]=3[CH:15]=2)=[C:4]([C:18]([F:21])([F:20])[F:19])[CH:3]=1.C1(C)C=CC=CC=1.[CH3:29][N:30]=[C:31]=[O:32]>C(N(CC)CC)C>[CH3:29][NH:30][C:31]([NH:1][C:2]1[CH:17]=[CH:16][C:5]([O:6][C:7]2[CH:8]=[CH:9][C:10]3[S:14][N:13]=[CH:12][C:11]=3[CH:15]=2)=[C:4]([C:18]([F:21])([F:20])[F:19])[CH:3]=1)=[O:32]. Procedure details: 31 parts of 5-(4'-amino-2'-trifluoromethylphenoxy)-benzisothiazole, 400 parts of toluene, 1 part of triethylamine and 11.4 parts of methyl isocyanate were stirred for 12 hours at 80° C., after which the solvent was removed under reduced pressure and the residue was purified over silica gel, using chloroform as the mobile phase. 29.4 parts (80% of theory) of 5-(4'-methylaminocarbonylamino-2'-trifluoromethylphenoxy)-benzisothiazole of melting point 138° C. were obtained.